Dataset: the Open Reaction Database (ORD), a public repository of structured organic reaction records. Task: describe an organic reaction: reactants, conditions, products, and yield The reactants are C(CCC)[Li] (n-butyllithium), BrC=1C=NC=CC1 (3-bromopyridine), Cl[Si](C)(C)C (chlorotrimethylsilane), Cl[Si](C)(C)C (chlorotrimethylsilane), C(C1=CC=CC=C1)CNCC1C(CCCC1)=O (2-[(benzylmethylamino)methyl]cyclohexanone). Solvent: C(C)OCC (diethyl ether), O (water), CC(=O)C (acetone), CC(=O)C (acetone), O (water), CC(=O)C (acetone), C(C)(=O)OCC (ethyl acetate), C(C)OCC (diethyl ether). Conditions: temperature -10 celsius, time 60 minute. Yields the product Cl.C(C1=CC=CC=C1)CNCC1C(CCCC1)(O)C=1C=NC=CC1 (2-[(benzylmethylamino)methyl]-1-pyridin-3-yl-cyclohexanol hydrochloride). RXN SMILES: C([Li])CCC.Br[C:7]1[CH:8]=[N:9][CH:10]=[CH:11][CH:12]=1.[CH2:13]([CH2:20][NH:21][CH2:22][CH:23]1[CH2:28][CH2:27][CH2:26][CH2:25][C:24]1=[O:29])[C:14]1[CH:19]=[CH:18][CH:17]=[CH:16][CH:15]=1.[Cl:30][Si](C)(C)C>C(OCC)C.C(OCC)(=O)C.CC(C)=O.O>[ClH:30].[CH2:13]([CH2:20][NH:21][CH2:22][CH:23]1[CH2:28][CH2:27][CH2:26][CH2:25][C:24]1([C:7]1[CH:8]=[N:9][CH:10]=[CH:11][CH:12]=1)[OH:29])[C:14]1[CH:19]=[CH:18][CH:17]=[CH:16][CH:15]=1 |f:8.9|. Procedure details: 50 ml n-butyllithium solution (2.5 mol/l in hexane) were added dropwise to a solution of 12.1 ml 3-bromopyridine in 180 ml analytical grade diethyl ether at a temperature of −45 to −50° C. in the course of 30 minutes. After a further 20 minutes at this temperature, 25.2 g 2-[(benzylmethylamino)methyl]cyclohexanone, dissolved in 50 ml analytical grade diethyl ether, were added dropwise in the course of 30 minutes, with continued cooling, and the mixture was subsequently stirred for a further 60 m... The reactants are Cl (hydrochloric acid), C1(CC1)CNC(C(=O)OCC)=O (ethyl [(cyclopropylmethyl)amino](oxo)acetate), solution, Cl[Si](C)(C)C (chlorotrimethylsilane), N (ammonia). Solvent: CO (Methanol), O1CCCC1 (tetrahydrofuran), C1CCOC1 (THF), ClCCl (dichloromethane). Run at time 48 hour. The product is N (ammonia), C1(CC1)CNCCO (2-((cyclopropylmethyl)amino)ethanol). The yield is 150.1%. Reaction SMILES: [CH:1]1([CH2:4][NH:5][C:6](=O)[C:7](OCC)=[O:8])[CH2:3][CH2:2]1.Cl[Si](C)(C)C.Cl.N>O1CCCC1.ClCCl.CO>[NH3:5].[CH:1]1([CH2:4][NH:5][CH2:6][CH2:7][OH:8])[CH2:3][CH2:2]1. Reported procedure: A solution of ethyl [(cyclopropylmethyl)amino](oxo)acetate (5.9 g, 34.6 mmol) in tetrahydrofuran (30 ml) was added at ambient temperature to a mixture of borane-tetrahydrofuran complex (130 ml of a 1.0 N solution in THF, 130 mmol) and chlorotrimethylsilane (34 ml, 268 mmol). The reaction mixture was stirred at ambient temperature for 48 hours. Methanol (20 ml) was added and the reaction stirred for a further 30 minutes before dilution with dichloromethane followed by addition of a concentrated s... Starting materials: ClC1=CC(=C(C=C1)/C=C/C(=O)C=1C=CC(N(C1)C)=O)F ((E)-5-(3-(4-Chloro-2-fluorophenyl)acryloyl)-1-methylpyridin-2(1H)-one), OC1=CC=C(C=C1)B(O)O (4-hydroxyphenylboronic acid), C(O)([O-])=O.[Na+] (sodium hydrogencarbonate). The reagents and catalysts are C1/C=C\CC/C=C\C1.C1/C=C\CC/C=C\C1.[Cl-].[Cl-].[Rh].[Rh] (chloro(1,5-cyclooctadiene)rhodium(I) dimer). Solvent: O1CCOCC1 (1,4-dioxane), O (water). Product: ClC1=CC(=C(C=C1)C(CC(=O)C=1C=CC(N(C1)C)=O)C1=CC=C(C=C1)O)F (5-(3-(4-Chloro-2-fluorophenyl)-3-(4-hydroxyphenyl)propanoyl)-1-methylpyridin-2(1H)-one). RXN SMILES: [Cl:1][C:2]1[CH:7]=[CH:6][C:5](/[CH:8]=[CH:9]/[C:10]([C:12]2[CH:13]=[CH:14][C:15](=[O:19])[N:16]([CH3:18])[CH:17]=2)=[O:11])=[C:4]([F:20])[CH:3]=1.[OH:21][C:22]1[CH:27]=[CH:26][C:25](B(O)O)=[CH:24][CH:23]=1.C(=O)([O-])O.[Na+]>O1CCOCC1.O.C1CC=CCCC=C1.C1CC=CCCC=C1.[Cl-].[Cl-].[Rh].[Rh]>[Cl:1][C:2]1[CH:7]=[CH:6][C:5]([CH:8]([C:25]2[CH:26]=[CH:27][C:22]([OH:21])=[CH:23][CH:24]=2)[CH2:9][C:10]([C:12]2[CH:13]=[CH:14][C:15](=[O:19])[N:16]([CH3:18])[CH:17]=2)=[O:11])=[C:4]([F:20])[CH:3]=1 |f:2.3,6.7.8.9.10.11|. Procedure: In analogy to example 203, step 1, (E)-5-(3-(4-chloro-2-fluorophenyl)acryloyl)-1-methyl-pyridin-2(1H)-one (example 314, step 2) was reacted with 4-hydroxyphenylboronic acid in the presence of chloro(1,5-cyclooctadiene)rhodium(I) dimer and sodium hydrogencarbonate in 1,4-dioxane and water at 60° C. to give the title compound as a colourless foam, MS (ESI+): m/z=386.0 [M+H]+. Reactants: N#Cc1ccc(F)cc1Cl, O=[N+]([O-])O, O=S(=O)(O)O. Product: N#Cc1cc([N+](=O)[O-])c(F)cc1Cl. RXN SMILES: [Cl:5][c:6]1[c:7]([C:8]#[N:9])[cH:10][cH:11][c:12]([F:14])[cH:13]1.[OH:1][N+:2]([O-:3])=[O:4].[S:15](=[O:16])(=[O:17])([OH:18])[OH:19]>>[O-:1][N+:2](=[O:4])[c:11]1[cH:10][c:7]([C:8]#[N:9])[c:6]([Cl:5])[cH:13][c:12]1[F:14]. Starting materials: CCCc1nc(S)c2ccccc2n1, CI, [Na+], [OH-], O. The product is CCCc1nc(SC)c2ccccc2n1. As a reaction SMILES: [CH2:1]([CH2:2][CH3:3])[c:4]1[n:5][c:6]2[cH:7][cH:8][cH:9][cH:10][c:11]2[c:12]([SH:14])[n:13]1.[CH3:17][I:18].[Na+:16].[OH-:15].[OH2:19]>>[CH2:1]([CH2:2][CH3:3])[c:4]1[n:5][c:6]2[cH:7][cH:8][cH:9][cH:10][c:11]2[c:12]([S:14][CH3:17])[n:13]1. Starting materials: CC(C)C1=C(C(=CC=C1)C(C)C)CC(=O)C=1C(=C(C(=CC1)C(C)C)OS(N)(=O)=O)C(C)C (Sulfamic acid[[2,6-bis(1-methylethyl)phenyl]-acetyl]-2,6-bis(1-methylethyl)phenyl ester), C(C)(C)C1=C(C(=CC=C1)C(C)C)CC(=O)O (2,6-diisopropylphenylacetic acid), COC1=C(C=CC=C1)CC(=O)O (2-methoxyphenylacetic acid). Yields the product COC1=C(C=CC=C1)CC(=O)C=1C(=C(C(=CC1)C(C)C)OS(N)(=O)=O)C(C)C (sulfamic acid[2-methoxyphenyl(acetyl)]-2,6-bis(1-methylethyl)phenyl ester). As a reaction SMILES: CC([C:4]1[CH:9]=[CH:8][CH:7]=[C:6](C(C)C)[C:5]=1[CH2:13][C:14]([C:16]1[C:17]([CH:30]([CH3:32])[CH3:31])=[C:18]([O:25][S:26](=[O:29])(=[O:28])[NH2:27])[C:19]([CH:22]([CH3:24])[CH3:23])=[CH:20][CH:21]=1)=[O:15])C.C(C1C=CC=C(C(C)C)C=1C[C:46](O)=[O:47])(C)C.COC1C=CC=CC=1CC(O)=O>>[CH3:46][O:47][C:6]1[CH:7]=[CH:8][CH:9]=[CH:4][C:5]=1[CH2:13][C:14]([C:16]1[C:17]([CH:30]([CH3:31])[CH3:32])=[C:18]([O:25][S:26](=[O:29])(=[O:28])[NH2:27])[C:19]([CH:22]([CH3:23])[CH3:24])=[CH:20][CH:21]=1)=[O:15]. Procedure details: This compound was prepared in the same manner as for the title compound of Example 1, except that 2,6-diisopropylphenylacetic acid was replaced with 2-methoxyphenylacetic acid, mp 159°-161° C.